Dataset: the Open Reaction Database (ORD), a public repository of structured organic reaction records. Task: describe an organic reaction: reactants, conditions, products, and yield Starting materials: O=C([O-])[O-], [K+], [K+], CC1(C)OC(CBr)C(C(=O)Nc2ccc3cc(-c4ccccc4C(F)(F)F)[nH]c(=O)c3c2)O1, CN(C)C=O. Product: CC1(C)OC2CN(c3ccc4cc(-c5ccccc5C(F)(F)F)[nH]c(=O)c4c3)C(=O)C2O1. Reaction SMILES: [C:34](=[O:35])([O-:36])[O-:37].[K+:38].[K+:39].[O:1]=[c:2]1[nH:3][c:4](-[c:24]2[c:25]([C:30]([F:31])([F:32])[F:33])[cH:26][cH:27][cH:28][cH:29]2)[cH:5][c:6]2[cH:7][cH:8][c:9]([NH:12][C:13](=[O:14])[CH:15]3[O:16][C:17]([CH3:22])([CH3:23])[O:18][CH:19]3[CH2:20][Br:21])[cH:10][c:11]12.[O:40]=[CH:41][N:42]([CH3:43])[CH3:44]>>[O:1]=[c:2]1[nH:3][c:4](-[c:24]2[c:25]([C:30]([F:31])([F:32])[F:33])[cH:26][cH:27][cH:28][cH:29]2)[cH:5][c:6]2[cH:7][cH:8][c:9]([N:12]3[C:13](=[O:14])[CH:15]4[O:16][C:17]([CH3:22])([CH3:23])[O:18][CH:19]4[CH2:20]3)[cH:10][c:11]12. The reactants are CCOc1cc(C=O)c(F)c(O[Si](C)(C)C(C)(C)C)c1, C1CCOC1, [Li]CCCC, CCOC(C)=O, [Cl-], [NH4+], c1ccc(-c2cn(C(c3ccccc3)(c3ccccc3)c3ccccc3)cn2)cc1. Reaction SMILES: [C:36]([CH3:37])([CH3:38])([CH3:39])[Si:40]([O:41][c:42]1[c:43]([F:53])[c:44]([CH:45]=[O:46])[cH:47][c:48]([O:50][CH2:51][CH3:52])[cH:49]1)([CH3:54])[CH3:55].[CH2:58]1[O:59][CH2:60][CH2:61][CH2:62]1.[CH3:31][CH2:32][CH2:33][CH2:34][Li:35].[CH3:63][CH2:64][O:65][C:66]([CH3:67])=[O:68].[Cl-:56].[NH4+:57].[c:1]1(-[c:7]2[n:8][cH:9][n:10]([C:12]([c:13]3[cH:14][cH:15][cH:16][cH:17][cH:18]3)([c:19]3[cH:20][cH:21][cH:22][cH:23][cH:24]3)[c:25]3[cH:26][cH:27][cH:28][cH:29][cH:30]3)[cH:11]2)[cH:2][cH:3][cH:4][cH:5][cH:6]1>>[c:1]1(-[c:7]2[n:8][c:9]([CH:45]([c:44]3[c:43]([F:53])[c:42]([O:41][Si:40]([C:36]([CH3:37])([CH3:38])[CH3:39])([CH3:54])[CH3:55])[cH:49][c:48]([O:50][CH2:51][CH3:52])[cH:47]3)[OH:46])[n:10]([C:12]([c:13]3[cH:14][cH:15][cH:16][cH:17][cH:18]3)([c:19]3[cH:20][cH:21][cH:22][cH:23][cH:24]3)[c:25]3[cH:26][cH:27][cH:28][cH:29][cH:30]3)[cH:11]2)[cH:2][cH:3][cH:4][cH:5][cH:6]1. The product is CCOc1cc(O[Si](C)(C)C(C)(C)C)c(F)c(C(O)c2nc(-c3ccccc3)cn2C(c2ccccc2)(c2ccccc2)c2ccccc2)c1. Reactants: Br, BrCCBr, Cc1cccc(C(=O)c2ccccc2)c1, ClCCl. Reaction SMILES: [Br:16].[Br:17][CH2:18][CH2:19][Br:20].[CH3:1][c:2]1[cH:3][c:4]([C:5](=[O:6])[c:7]2[cH:8][cH:9][cH:10][cH:11][cH:12]2)[cH:13][cH:14][cH:15]1.[Cl:21][CH2:22][Cl:23]>>[CH2:1]([c:2]1[cH:3][c:4]([C:5](=[O:6])[c:7]2[cH:8][cH:9][cH:10][cH:11][cH:12]2)[cH:13][cH:14][cH:15]1)[Br:17]. The product is O=C(c1ccccc1)c1cccc(CBr)c1. The reactants are COC=1C=C(CN(C(OC(C)(C)C)=O)C[C@H]([C@H](CC2=CC(=CC(=C2)F)F)NC(C2=CC(=CC(=C2)NC(C2=CC=CC=C2)=O)C(C)=O)=O)O)C=CC1 (tert-butyl 3-methoxybenzyl((2R,3S)-3-(3-acetyl-5-(benzamido)benzamido)-4-(3,5-difluorophenyl)-2-hydroxybutyl)carbamate), Cl.ON (hydroxyamine hydrochloride). Run in C(C)O (ethanol). Conditions: temperature 80 celsius. Yields the product COC=1C=C(CN(C(OC(C)(C)C)=O)C[C@H]([C@H](CC2=CC(=CC(=C2)F)F)NC(C2=CC(=CC(=C2)/C(/C)=N/O)NC(C2=CC=CC=C2)=O)=O)O)C=CC1 (tert-butyl 3-methoxybenzyl((2R,3S)-3-(3-(benzamido)-5-((E)-1-(hydroxyimino)ethyl)benzamido)-4-(3,5-difluorophenyl)-2-hydroxybutyl)carbamate). Yield: 49.5%. As a reaction SMILES: [CH3:1][O:2][C:3]1[CH:4]=[C:5]([CH:49]=[CH:50][CH:51]=1)[CH2:6][N:7]([CH2:15][C@@H:16]([OH:48])[C@@H:17]([NH:27][C:28](=[O:47])[C:29]1[CH:34]=[C:33]([NH:35][C:36](=[O:43])[C:37]2[CH:42]=[CH:41][CH:40]=[CH:39][CH:38]=2)[CH:32]=[C:31]([C:44](=O)[CH3:45])[CH:30]=1)[CH2:18][C:19]1[CH:24]=[C:23]([F:25])[CH:22]=[C:21]([F:26])[CH:20]=1)[C:8](=[O:14])[O:9][C:10]([CH3:13])([CH3:12])[CH3:11].Cl.[OH:53][NH2:54]>C(O)C>[CH3:1][O:2][C:3]1[CH:4]=[C:5]([CH:49]=[CH:50][CH:51]=1)[CH2:6][N:7]([CH2:15][C@@H:16]([OH:48])[C@@H:17]([NH:27][C:28](=[O:47])[C:29]1[CH:30]=[C:31](/[C:44](=[N:54]/[OH:53])/[CH3:45])[CH:32]=[C:33]([NH:35][C:36](=[O:43])[C:37]2[CH:42]=[CH:41][CH:40]=[CH:39][CH:38]=2)[CH:34]=1)[CH2:18][C:19]1[CH:20]=[C:21]([F:26])[CH:22]=[C:23]([F:25])[CH:24]=1)[C:8](=[O:14])[O:9][C:10]([CH3:12])([CH3:11])[CH3:13] |f:1.2|. Reported procedure: A mixture of tert-butyl 3-methoxybenzyl((2R,3S)-3-(3-acetyl-5-(benzamido)benzamido)-4-(3,5-difluorophenyl)-2-hydroxybutyl)carbamate (20 mg, 0.0282 mmol) and hydroxyamine hydrochloride (0.0564 mmol) in ethanol (0.14 mL) was heated at 80° C. for 2 h. The reaction mixture was purified by reverse phase prep HPLC to give the title compound (10 mg): HPLC retention time: 2.255 min (method A). MS (ESI) (M+H)+ 725.53. The reactants are Cl (HCl), C(C1=CC=CC=C1)OC(=O)NC(C(=O)O)CC1=CC=C(C=C1)[N+](=O)[O-] (2-benzyloxycarbonylamino-3-(4-nitro-phenyl)-propionic acid), C([O-])([O-])=O.[K+].[K+] (potassium carbonate), BrCCCCCCCCCCCCCCCCCC (1-Bromo octadecane). The solvent is CN1CCCC1=O (NMP). Reaction conditions: temperature 20 celsius, time 24 hour. The product is C(CCCCCCCCCCCCCCCCC)OC(C(CC1=CC=C(C=C1)[N+](=O)[O-])NC(=O)OCC1=CC=CC=C1)=O (2-benzyloxycarbonylamino-3-(4-nitro-phenyl)-propionic acid stearyl ester). Isolated yield 62.0%. Reaction SMILES: [CH2:1]([O:8][C:9]([NH:11][CH:12]([CH2:16][C:17]1[CH:22]=[CH:21][C:20]([N+:23]([O-:25])=[O:24])=[CH:19][CH:18]=1)[C:13]([OH:15])=[O:14])=[O:10])[C:2]1[CH:7]=[CH:6][CH:5]=[CH:4][CH:3]=1.C(=O)([O-])[O-].[K+].[K+].Br[CH2:33][CH2:34][CH2:35][CH2:36][CH2:37][CH2:38][CH2:39][CH2:40][CH2:41][CH2:42][CH2:43][CH2:44][CH2:45][CH2:46][CH2:47][CH2:48][CH2:49][CH3:50].Cl>CN1C(=O)CCC1>[CH2:50]([O:14][C:13](=[O:15])[CH:12]([NH:11][C:9]([O:8][CH2:1][C:2]1[CH:3]=[CH:4][CH:5]=[CH:6][CH:7]=1)=[O:10])[CH2:16][C:17]1[CH:18]=[CH:19][C:20]([N+:23]([O-:25])=[O:24])=[CH:21][CH:22]=1)[CH2:49][CH2:48][CH2:47][CH2:46][CH2:45][CH2:44][CH2:43][CH2:42][CH2:41][CH2:40][CH2:39][CH2:38][CH2:37][CH2:36][CH2:35][CH2:34][CH3:33] |f:1.2.3|. Reported procedure: To a mixture of 2-benzyloxycarbonylamino-3-(4-nitro-phenyl)-propionic acid (400 g), potassium carbonate (192.5 g) in NMP (1460 ml) maintained at 20° C., was added dropwise 1-Bromo octadecane (425 g). The reaction mixture was allowed to slowly come to room temperature and further stirred for 24 hours. The reaction mixture was then poured onto ice water and the pH was adjusted to 7 with dilute HCl. The solid was filtered, dried and purified by column chromatography using hexane:ethyl acetate (95:5... The reactants are BrC1=CC=C(C=C1)C[C@H](CC(=O)OCC1=CC=CC=C1)NC(=O)OC(C)(C)C ((R)-benzyl 4-(4-bromophenyl)-3-(tert-butoxycarbonylamino)butanoate), ClC=1C=C(C=CC1)B(O)O (3-chlorophenylboronic acid). Reagents/catalysts: C=1C=CC(=CC1)[P](C=2C=CC=CC2)(C=3C=CC=CC3)[Pd]([P](C=4C=CC=CC4)(C=5C=CC=CC5)C=6C=CC=CC6)([P](C=7C=CC=CC7)(C=8C=CC=CC8)C=9C=CC=CC9)[P](C=1C=CC=CC1)(C=1C=CC=CC1)C=1C=CC=CC1 (Pd(PPh3)4). Solvent: [Cl-].[Na+].O (brine), CCOC(=O)C (EtOAc), C1(=CC=CC=C1)C (Toluene). Reaction conditions: temperature 95 celsius, time 19 hour. Yields the product C(C)(C)(C)OC(=O)N[C@@H](CC(=O)OCC1=CC=CC=C1)CC1=CC=C(C=C1)C1=CC(=CC=C1)Cl ((R)-benzyl 3-(tert-butoxycarbonylamino)-4-(3′-chlorobiphenyl-4-yl)butanoate). Isolated yield 48.1%. As a reaction SMILES: Br[C:2]1[CH:7]=[CH:6][C:5]([CH2:8][C@@H:9]([NH:21][C:22]([O:24][C:25]([CH3:28])([CH3:27])[CH3:26])=[O:23])[CH2:10][C:11]([O:13][CH2:14][C:15]2[CH:20]=[CH:19][CH:18]=[CH:17][CH:16]=2)=[O:12])=[CH:4][CH:3]=1.[Cl:29][C:30]1[CH:31]=[C:32](B(O)O)[CH:33]=[CH:34][CH:35]=1>C1(C)C=CC=CC=1.[Cl-].[Na+].O.CCOC(C)=O.C1C=CC([P]([Pd]([P](C2C=CC=CC=2)(C2C=CC=CC=2)C2C=CC=CC=2)([P](C2C=CC=CC=2)(C2C=CC=CC=2)C2C=CC=CC=2)[P](C2C=CC=CC=2)(C2C=CC=CC=2)C2C=CC=CC=2)(C2C=CC=CC=2)C2C=CC=CC=2)=CC=1>[C:25]([O:24][C:22]([NH:21][C@H:9]([CH2:8][C:5]1[CH:6]=[CH:7][C:2]([C:34]2[CH:33]=[CH:32][CH:31]=[C:30]([Cl:29])[CH:35]=2)=[CH:3][CH:4]=1)[CH2:10][C:11]([O:13][CH2:14][C:15]1[CH:20]=[CH:19][CH:18]=[CH:17][CH:16]=1)=[O:12])=[O:23])([CH3:28])([CH3:27])[CH3:26] |f:3.4.5,^1:58,60,79,98|. Procedure: A suspension of give (R)-benzyl 4-(4-bromophenyl)-3-(tert-butoxycarbonylamino)butanoate (2.00 g, 4.46 mmol), 3-chlorophenylboronic acid (1.046 g, 6.69 mmol), Pd(PPh3)4 (0.515 g, 0.446 mmol) and Na2CO3aq (4.46 ml, 8.92 mmol) in Toluene (30 ml) is allowed to stir under nitrogen at 95° C. for 19 hr. The reaction mixture is cooled to ambient temperature, and diluted with brine and EtOAc. The products are extracted twice with EtOAc, washed with brine, dried over MgSO4, filtered, and concentrated. The... Reactants: COC(=O)C1CC(CN)C(OC)C1, O=C(O)c1ccc(Cl)s1, Cl. Product: COC(=O)C1CC(CNC(=O)c2ccc(Cl)s2)C(OC)C1. RXN SMILES: [CH3:2][O:3][C:4](=[O:5])[CH:6]1[CH2:7][CH:8]([CH2:13][NH2:14])[CH:9]([O:11][CH3:12])[CH2:10]1.[Cl:15][c:16]1[cH:17][cH:18][c:19]([C:21](=[O:22])[OH:23])[s:20]1.[ClH:1]>>[CH3:2][O:3][C:4](=[O:5])[CH:6]1[CH2:7][CH:8]([CH2:13][NH:14][C:21]([c:19]2[cH:18][cH:17][c:16]([Cl:15])[s:20]2)=[O:22])[CH:9]([O:11][CH3:12])[CH2:10]1.